From a dataset of the Open Reaction Database (ORD), a public repository of structured organic reaction records. describe an organic reaction: reactants, conditions, products, and yield The reactants are C(CCC)[Li] (n-butyllithium), acid chloride, FC1=C(C(=O)Cl)C=C(C(=C1F)F)F (2,3,4,5-Tetrafluorobenzoyl chloride), C(CC(=O)[O-])(=O)OCC (monoethyl malonate). Solvent: O1CCCC1 (tetrahydrofuran). Run at temperature -36 celsius, time 2 hour. Product: FC1=C(C(=O)CC(=O)OCC)C=C(C(=C1F)F)F (Ethyl 2,3,4,5-tetrafluorobenzoylacetate). As a reaction SMILES: [C:1]([O:7][CH2:8][CH3:9])(=[O:6])[CH2:2][C:3]([O-:5])=O.C([Li])CCC.[F:15][C:16]1[C:24]([F:25])=[C:23]([F:26])[C:22]([F:27])=[CH:21][C:17]=1C(Cl)=O>O1CCCC1>[F:15][C:16]1[C:24]([F:25])=[C:23]([F:26])[C:22]([F:27])=[CH:21][C:17]=1[C:3]([CH2:2][C:1]([O:7][CH2:8][CH3:9])=[O:6])=[O:5]. Procedure: In a nitrogen atmosphere a 50 gallon kettle was charged with 50.9 kg of tetrahydrofuran, 5.2 kg of monoethyl malonate and about 5 g of 2,2'-dipyridyl. After cooling the mixture to -36° C., 41.6 kg of n-butyllithium (15% in hexane) was added over 3 hours maintaining the temperature at -25° to -35° C. The resultant slurry was cooled further to -60° C. and then treated over about 50 minutes with the acid chloride of part (a) at -62° to -54° C. The green/yellow mixture was stirred for 2 hours at amb... Starting materials: CC(=O)O[Cu]OC(C)=O, CC(Cl)Cl, ClCCl, OB(O)c1cc(F)c(F)c(F)c1, CC(N)c1cc(C(=O)N(C)C)cc2c(=O)cc(N3CCOCC3)oc12, O, c1ccncc1. The product is CC(Nc1cc(F)c(F)c(F)c1)c1cc(C(=O)N(C)C)cc2c(=O)cc(N3CCOCC3)oc12. As a reaction SMILES: [C:52]([O:53][Cu:54][O:55][C:56](=[O:57])[CH3:58])(=[O:59])[CH3:60].[Cl:38][CH:39]([Cl:40])[CH3:41].[Cl:48][CH2:49][Cl:50].[F:26][c:27]1[cH:28][c:29]([B:35]([OH:36])[OH:37])[cH:30][c:31]([F:34])[c:32]1[F:33].[NH2:1][CH:2]([CH3:3])[c:4]1[cH:5][c:6]([C:21](=[O:22])[N:23]([CH3:24])[CH3:25])[cH:7][c:8]2[c:9](=[O:20])[cH:10][c:11]([N:14]3[CH2:15][CH2:16][O:17][CH2:18][CH2:19]3)[o:12][c:13]12.[OH2:51].[cH:42]1[cH:43][cH:44][n:45][cH:46][cH:47]1>>[NH:1]([CH:2]([CH3:3])[c:4]1[cH:5][c:6]([C:21](=[O:22])[N:23]([CH3:24])[CH3:25])[cH:7][c:8]2[c:9](=[O:20])[cH:10][c:11]([N:14]3[CH2:15][CH2:16][O:17][CH2:18][CH2:19]3)[o:12][c:13]12)[c:29]1[cH:28][c:27]([F:26])[c:32]([F:33])[c:31]([F:34])[cH:30]1. Starting materials: CS(=O)(=O)c1nccc(-n2cnc3ccccc32)n1, NCc1ccccc1F. RXN SMILES: [CH3:1][S:2](=[O:3])(=[O:4])[c:5]1[n:6][cH:7][cH:8][c:9](-[n:11]2[cH:12][n:13][c:14]3[c:15]2[cH:16][cH:17][cH:18][cH:19]3)[n:10]1.[F:20][c:21]1[c:22]([CH2:23][NH2:24])[cH:25][cH:26][cH:27][cH:28]1>>[c:5]1([NH:24][CH2:23][c:22]2[c:21]([F:20])[cH:28][cH:27][cH:26][cH:25]2)[n:6][cH:7][cH:8][c:9](-[n:11]2[cH:12][n:13][c:14]3[c:15]2[cH:16][cH:17][cH:18][cH:19]3)[n:10]1. The product is Fc1ccccc1CNc1nccc(-n2cnc3ccccc32)n1. The reactants are NC1=C(C(=O)O)C=CC=C1 (2-aminobenzoic acid), C(C)(=O)OC(C)=O (acetic anhydride), ice water, Cl (HCl), [N-]=[N+]=[N-].[Na+] (NaN3). The solvent is C(C)(=O)O (acetic acid), [OH-].[Na+] (NaOH). Reaction conditions: time 8 hour. Product: CC1=NN=NN1C1=C(C(=O)O)C=CC=C1 (2-(5-methyl-1H-tetrazol-1-yl)benzoic acid). Yield: 87.6%. RXN SMILES: [NH2:1][C:2]1[CH:10]=[CH:9][CH:8]=[CH:7][C:3]=1[C:4]([OH:6])=[O:5].C(O[C:15](=O)[CH3:16])(=O)C.[N-:18]=[N+:19]=[N-:20].[Na+].Cl>[OH-].[Na+].C(O)(=O)C>[CH3:16][C:15]1[N:1]([C:2]2[CH:10]=[CH:9][CH:8]=[CH:7][C:3]=2[C:4]([OH:6])=[O:5])[N:20]=[N:19][N:18]=1 |f:2.3,5.6|. Procedure details: Under a nitrogen atmosphere, a solution of 2-aminobenzoic acid (100.0 g, 0.73 mol) in acetic anhydride (400 ml, 4.2 mol) was heated to reflux for 2 hours. The reaction was cooled to room temperature and the solvent was removed in vacuo. The residue was dissolved in glacial acetic acid (500 ml) and NaN3 (49.77 g, 0.77 mol) was added. The mixture was stirred overnight at room temperature followed by concentration of the acetic acid in vacuo. The residue was dissolved in 10% NaOH (500 ml) solution ... Reactants: CC12CC3OC3CC1CCC1C2CCC2(C)C(O)C(N3CCCCC3)CC12, C1CC2(CCN1)OCCO2. Product: CC12CC(N3CCC4(CC3)OCCO4)C(O)CC1CCC1C2CCC2(C)C(O)C(N3CCCCC3)CC12. RXN SMILES: [O:1]1[CH:2]2[CH:3]1[CH2:4][CH:5]1[CH2:6][CH2:7][CH:8]3[CH:9]4[CH2:10][CH:11]([N:22]5[CH2:23][CH2:24][CH2:25][CH2:26][CH2:27]5)[CH:12]([OH:21])[C:13]4([CH3:14])[CH2:15][CH2:16][CH:17]3[C:18]1([CH3:20])[CH2:19]2.[O:28]1[CH2:29][CH2:30][O:31][C:32]12[CH2:33][CH2:34][NH:35][CH2:36][CH2:37]2>>[OH:1][CH:3]1[CH:2]([N:35]2[CH2:34][CH2:33][C:32]3([O:28][CH2:29][CH2:30][O:31]3)[CH2:37][CH2:36]2)[CH2:19][C:18]2([CH3:20])[CH:5]([CH2:4]1)[CH2:6][CH2:7][CH:8]1[CH:9]3[CH2:10][CH:11]([N:22]4[CH2:23][CH2:24][CH2:25][CH2:26][CH2:27]4)[CH:12]([OH:21])[C:13]3([CH3:14])[CH2:15][CH2:16][CH:17]12.